Dataset: the Open Reaction Database (ORD), a public repository of structured organic reaction records. Task: describe an organic reaction: reactants, conditions, products, and yield The reactants are [BH4-], CC1(C)OB(c2cnn(C3CCCC3=O)c2)OC1(C)C, CO, [Na+]. Product: CC1(C)OB(c2cnn(C3CCCC3O)c2)OC1(C)C. RXN SMILES: [BH4-:21].[CH3:1][C:2]1([CH3:20])[O:3][B:4]([c:9]2[cH:10][n:11][n:12]([CH:14]3[C:15](=[O:19])[CH2:16][CH2:17][CH2:18]3)[cH:13]2)[O:5][C:6]1([CH3:7])[CH3:8].[CH3:23][OH:24].[Na+:22]>>[CH3:1][C:2]1([CH3:20])[O:3][B:4]([c:9]2[cH:10][n:11][n:12]([CH:14]3[CH:15]([OH:19])[CH2:16][CH2:17][CH2:18]3)[cH:13]2)[O:5][C:6]1([CH3:7])[CH3:8]. The reactants are O=c1c2cc(F)c(N3CCCC3)nc2n(-c2ccc(F)cc2F)c(=O)n1OCc1ccccc1, C1CCOC1. Product: O=c1c2cc(F)c(N3CCCC3)nc2n(-c2ccc(F)cc2F)c(=O)n1O. As a reaction SMILES: [CH2:1]([c:2]1[cH:3][cH:4][cH:5][cH:6][cH:7]1)[O:8][n:9]1[c:10](=[O:34])[n:11](-[c:26]2[c:27]([F:33])[cH:28][c:29]([F:32])[cH:30][cH:31]2)[c:12]2[c:13]([c:14]1=[O:15])[cH:16][c:17]([F:25])[c:18]([N:20]1[CH2:21][CH2:22][CH2:23][CH2:24]1)[n:19]2.[CH2:35]1[O:36][CH2:37][CH2:38][CH2:39]1>>[OH:8][n:9]1[c:10](=[O:34])[n:11](-[c:26]2[c:27]([F:33])[cH:28][c:29]([F:32])[cH:30][cH:31]2)[c:12]2[c:13]([c:14]1=[O:15])[cH:16][c:17]([F:25])[c:18]([N:20]1[CH2:21][CH2:22][CH2:23][CH2:24]1)[n:19]2. The reactants are CNC(NN)=S (4-Methylthiosemicarbazid), C(=O)(C(F)(F)F)O (TFA), CI (CH3I). Run in CCO (EtOH). The product is CN1C(=NN=C1C(F)(F)F)SC (4-methyl-3-(methylthio)-5-(trifluoromethyl)-4H-1,2,4-triazole). RXN SMILES: [CH3:1][NH:2][C:3](=[S:6])[NH:4][NH2:5].[CH3:7]I.[C:9](O)([C:11]([F:14])([F:13])[F:12])=O>CCO>[CH3:1][N:2]1[C:9]([C:11]([F:14])([F:13])[F:12])=[N:5][N:4]=[C:3]1[S:6][CH3:7]. Procedure: 4-Methylthiosemicarbazid (10.0 g, 95.09 mmol) in TFA (46.7 ml) was heated to reflux o.n. Excess TFA was removed via evaporation. The residue was dissolved in aq. 1M NaOH (100 ml), followed by dropwise addition of CH3I (4.47 ml, 71.17 mmol) in EtOH (22 ml). The resulting mixture was stirred o.n. Partial evaporation of the solvent induced crystallization. After dilution with H2O the solid was collected via filtration and gave after drying the title compound (5.2 g, 28%). MS (M++1) 198 The reactants are C1CCOC1, CN1CCC(=O)CC1, CC(C)(C)OC(=O)N1CCC(CN)C1. The product is CN1CCC(NCC2CCN(C(=O)OC(C)(C)C)C2)CC1. As a reaction SMILES: [CH2:23]1[O:24][CH2:25][CH2:26][CH2:27]1.[CH3:15][N:16]1[CH2:17][CH2:18][C:19](=[O:22])[CH2:20][CH2:21]1.[NH2:1][CH2:2][CH:3]1[CH2:4][N:5]([C:8](=[O:9])[O:10][C:11]([CH3:12])([CH3:13])[CH3:14])[CH2:6][CH2:7]1>>[NH:1]([CH2:2][CH:3]1[CH2:4][N:5]([C:8](=[O:9])[O:10][C:11]([CH3:12])([CH3:13])[CH3:14])[CH2:6][CH2:7]1)[CH:19]1[CH2:18][CH2:17][N:16]([CH3:15])[CH2:21][CH2:20]1. Reactants: ClCCCBr, CC(C)(C)[O-], Ic1cn[nH]c1, [K+], CN(C)C=O, O. Yields the product ClCCCn1cc(I)cn1. RXN SMILES: [Br:13][CH2:14][CH2:15][CH2:16][Cl:17].[CH3:7][C:8]([CH3:9])([O-:10])[CH3:11].[I:1][c:2]1[cH:3][n:4][nH:5][cH:6]1.[K+:12].[O:19]=[CH:20][N:21]([CH3:22])[CH3:23].[OH2:18]>>[I:1][c:2]1[cH:3][n:4]([CH2:14][CH2:15][CH2:16][Cl:17])[n:5][cH:6]1. The reactants are FCCBr, CCc1nc(-c2ccc(OC)cc2C)c(CC)nc1NC1c2ccccc2CC1O, CCOC1Cc2ccccc2C1Nc1nc(CC)c(-c2ccc(Cl)cc2Cl)nc1CC. The product is CCc1nc(-c2ccc(OC)cc2C)c(CC)nc1NC1c2ccccc2CC1OCCF. RXN SMILES: [Br:62][CH2:63][CH2:64][F:65].[CH2:32]([CH3:33])[c:34]1[c:35]([NH:51][CH:52]2[CH:53]([OH:61])[CH2:54][c:55]3[cH:56][cH:57][cH:58][cH:59][c:60]32)[n:36][c:37]([CH2:49][CH3:50])[c:38](-[c:40]2[c:41]([CH3:48])[cH:42][c:43]([O:46][CH3:47])[cH:44][cH:45]2)[n:39]1.[Cl:1][c:2]1[cH:3][c:4]([Cl:5])[cH:6][cH:7][c:8]1-[c:9]1[n:10][c:11]([CH2:12][CH3:13])[c:14]([NH:15][CH:16]2[c:17]3[c:18]([cH:19][cH:20][cH:21][cH:22]3)[CH2:23][CH:24]2[O:25][CH2:26][CH3:27])[n:28][c:29]1[CH2:30][CH3:31]>>[CH2:32]([CH3:33])[c:34]1[c:35]([NH:51][CH:52]2[CH:53]([O:61][CH2:63][CH2:64][F:65])[CH2:54][c:55]3[cH:56][cH:57][cH:58][cH:59][c:60]32)[n:36][c:37]([CH2:49][CH3:50])[c:38](-[c:40]2[c:41]([CH3:48])[cH:42][c:43]([O:46][CH3:47])[cH:44][cH:45]2)[n:39]1. Reactants: C(C(C)C)NCCCOC=1C=C(C=C(C1)CNCCCNCCCNCCCCCCCC)CNCCCNCCCNCCCCCCCC (N1,N1′-((5-(3-(isobutylamino)propoxy)-1,3-phenylene)bis(methylene))bis(N3-(3-(octylamino)propyl)propane-1,3-diamine)), Cl (HCl). Reaction conditions: time 1 hour. Product: Cl.C(C(C)C)NCCCOC=1C=C(C=C(C1)CNCCCNCCCNCCCCCCCC)CNCCCNCCCNCCCCCCCC (N1,N1′-((5-(3-(isobutylamino)propoxy)-1,3-phenylene)bis(methylene))-bis(N3-(3-(octylamino)propyl)propane-1,3-diamine), hydrochloride salt). Yield: 42.0%. As a reaction SMILES: [CH2:1]([NH:5][CH2:6][CH2:7][CH2:8][O:9][C:10]1[CH:11]=[C:12]([CH2:34][NH:35][CH2:36][CH2:37][CH2:38][NH:39][CH2:40][CH2:41][CH2:42][NH:43][CH2:44][CH2:45][CH2:46][CH2:47][CH2:48][CH2:49][CH2:50][CH3:51])[CH:13]=[C:14]([CH2:16][NH:17][CH2:18][CH2:19][CH2:20][NH:21][CH2:22][CH2:23][CH2:24][NH:25][CH2:26][CH2:27][CH2:28][CH2:29][CH2:30][CH2:31][CH2:32][CH3:33])[CH:15]=1)[CH:2]([CH3:4])[CH3:3].[ClH:52]>>[ClH:52].[CH2:1]([NH:5][CH2:6][CH2:7][CH2:8][O:9][C:10]1[CH:15]=[C:14]([CH2:16][NH:17][CH2:18][CH2:19][CH2:20][NH:21][CH2:22][CH2:23][CH2:24][NH:25][CH2:26][CH2:27][CH2:28][CH2:29][CH2:30][CH2:31][CH2:32][CH3:33])[CH:13]=[C:12]([CH2:34][NH:35][CH2:36][CH2:37][CH2:38][NH:39][CH2:40][CH2:41][CH2:42][NH:43][CH2:44][CH2:45][CH2:46][CH2:47][CH2:48][CH2:49][CH2:50][CH3:51])[CH:11]=1)[CH:2]([CH3:4])[CH3:3] |f:2.3|. Procedure details: To the crude N1,N1′-((5-(3-(isobutylamino)propoxy)-1,3-phenylene)bis(methylene))bis(N3-(3-(octylamino)propyl)propane-1,3-diamine) was added methanolic HCl (100 mL, 1.0M). The reaction mixture was stirred at rt for 1 h. The reaction mixture was concentrated under reduced pressure, and the solid was collected by vacuum filtration and washed with Et2O (50 mL) and hot MeOH (50 mL) to afford the desired product as a white solid (0.75 g, 42%). 1H NMR (500 MHz, D20) 8 7.21 (s, 1H), 7.20 (s 2H), 4.30 (s... Reactants: N (ammonia), C(C)(=O)C1=CC=C(C=C1)S(=O)(=O)NC=1C(=NC=C(C1)Br)Cl (4-Acetyl-N-(5-bromo-2-chloropyridin-3-yl)benzenesulfonamide), [BH4-].[Na+] (sodium borohydride), CN (methylamine). The reagents and catalysts are CC([O-])C.[Ti+4].CC([O-])C.CC([O-])C.CC([O-])C (titanium (IV) isopropoxide). Run in CO (MeOH), O (water), CCO (EtOH). Reaction conditions: time 8 hour. Yields the product BrC=1C=C(C(=NC1)Cl)NS(=O)(=O)C1=CC=C(C=C1)C(C)NC (N-(5-bromo-2-chloropyridin-3-yl)-4-(1-(methylamino)ethyl)benzenesulfonamide). The yield is 87.0%. Reaction SMILES: [C:1]([C:4]1[CH:9]=[CH:8][C:7]([S:10]([NH:13][C:14]2[C:15]([Cl:21])=[N:16][CH:17]=[C:18]([Br:20])[CH:19]=2)(=[O:12])=[O:11])=[CH:6][CH:5]=1)(=O)[CH3:2].[CH3:22][NH2:23].[BH4-].[Na+].N>CCO.CO.CC(C)[O-].[Ti+4].CC(C)[O-].CC(C)[O-].CC(C)[O-].O>[Br:20][C:18]1[CH:19]=[C:14]([NH:13][S:10]([C:7]2[CH:8]=[CH:9][C:4]([CH:1]([NH:23][CH3:22])[CH3:2])=[CH:5][CH:6]=2)(=[O:12])=[O:11])[C:15]([Cl:21])=[N:16][CH:17]=1 |f:2.3,7.8.9.10.11|. Procedure details: 4-Acetyl-N-(5-bromo-2-chloropyridin-3-yl)benzenesulfonamide (540.2 mg, 1.386 mmol) was suspended in EtOH (5.0 mL) and titanium (IV) isopropoxide (0.82 mL, 2.8 mmol) and methylamine (4.2 mL, 8.4 mmol, 2.0 M in THF) were added. The reaction was stirred at room temperature overnight. Then, sodium borohydride (95.7 mg, 2.53 mmol) was added, and the reaction was stirred at room temperature for 30 minutes, and then water (10 mL) and ca. 7 N ammonia in MeOH (2.9 mL) were added simultaneously via syring...